Dataset: the Open Reaction Database (ORD), a public repository of structured organic reaction records. Task: describe an organic reaction: reactants, conditions, products, and yield Starting materials: NC(C(=O)OCC)(CCCCCCC(=O)OCC)C (diethyl 2-amino-2-methylnonanedioate), C(=C)C(=O)C1CCCCC1 (cyclohexyl vinyl ketone), [BH4-].[Na+] (sodium borohydride), N#CO (cyanic acid). Product: C(=O)(O)CCCCCCC1(C(NC(N1CCC(O)C1CCCCC1)=O)=O)C (5-(6-carboxyhexyl)-1-(3-cyclohexyl-3-hydroxypropyl)-5-methylhydantoin). Reaction SMILES: [NH2:1][C:2]([CH3:19])([CH2:8][CH2:9][CH2:10][CH2:11][CH2:12][CH2:13][C:14]([O:16]CC)=[O:15])[C:3]([O:5]CC)=O.[CH:20]([C:22]([CH:24]1[CH2:29][CH2:28][CH2:27][CH2:26][CH2:25]1)=[O:23])=[CH2:21].[BH4-].[Na+].[N:32]#[C:33][OH:34]>>[C:14]([CH2:13][CH2:12][CH2:11][CH2:10][CH2:9][CH2:8][C:2]1([CH3:19])[N:1]([CH2:21][CH2:20][CH:22]([CH:24]2[CH2:29][CH2:28][CH2:27][CH2:26][CH2:25]2)[OH:23])[C:33](=[O:34])[NH:32][C:3]1=[O:5])([OH:16])=[O:15] |f:2.3|. Reported procedure: By sequential reaction of diethyl 2-amino-2-methylnonanedioate with cyclohexyl vinyl ketone, sodium borohydride, and cyanic acid according to the general procedure described in Example 105, 5-(6-carboxyhexyl)-1-(3-cyclohexyl-3-hydroxypropyl)-5-methylhydantoin was obtained as a mixture of diastereomers. Separation by high performance liquid chromatography gave the individual racemic diastereomers as colourless gums, the less polar isomer having Rf. 0.52 relative to Rf. 0.48 for the more polar iso... Procedure: A mixture of 6-chloro-3-(2-methoxypyridin-3-yl)imidazo[1,2-b]pyridazine (Preparation 2, 0.15 g, 0.58 mmol), tert-butyl (3R)-3-aminopiperidine-1-carboxylate (0.23 g, 1.15 mmol), 2′-(dicyclohexylphosphino)-N,N-dimethylbiphenyl-2-amine (0.03 g, 0.09 mmol), sodium tert-butoxide (0.08 g, 0.81 mmol) and toluene (4 mL) in a Schlenk vial was subjected to three cycles of evacuation backfilling with argon. Tris(dibenzylidene acetone)dipalladium(0) (0.04 g, 0.04 mmol) was then added and the resulting mixtu... Reactants: ClC=1C=CC=2N(N1)C(=CN2)C=2C(=NC=CC2)OC (6-chloro-3-(2-methoxypyridin-3-yl)imidazo[1,2-b]pyridazine), N[C@H]1CN(CCC1)C(=O)OC(C)(C)C (tert-butyl (3R)-3-aminopiperidine-1-carboxylate), C1(CCCCC1)P(C1=C(C=CC=C1)C=1C(=CC=CC1)N(C)C)C1CCCCC1 (2′-(dicyclohexylphosphino)-N,N-dimethylbiphenyl-2-amine), CC(C)([O-])C.[Na+] (sodium tert-butoxide), Tris(dibenzylidene acetone)dipalladium(0). Solvent: C1(=CC=CC=C1)C (toluene). RXN SMILES: Cl[C:2]1[CH:3]=[CH:4][C:5]2[N:6]([C:8]([C:11]3[C:12]([O:17][CH3:18])=[N:13][CH:14]=[CH:15][CH:16]=3)=[CH:9][N:10]=2)[N:7]=1.[NH2:19][C@@H:20]1[CH2:25][CH2:24][CH2:23][N:22]([C:26]([O:28][C:29]([CH3:32])([CH3:31])[CH3:30])=[O:27])[CH2:21]1.C1(P(C2CCCCC2)C2C=CC=CC=2C2C(N(C)C)=CC=CC=2)CCCCC1.CC(C)([O-])C.[Na+]>C1(C)C=CC=CC=1>[CH3:18][O:17][C:12]1[C:11]([C:8]2[N:6]3[N:7]=[C:2]([NH:19][C@@H:20]4[CH2:25][CH2:24][CH2:23][N:22]([C:26]([O:28][C:29]([CH3:32])([CH3:31])[CH3:30])=[O:27])[CH2:21]4)[CH:3]=[CH:4][C:5]3=[N:10][CH:9]=2)=[CH:16][CH:15]=[CH:14][N:13]=1 |f:3.4|. Product: COC1=NC=CC=C1C1=CN=C2N1N=C(C=C2)N[C@H]2CN(CCC2)C(=O)OC(C)(C)C (Tert-Butyl (3R)-3-{[3-(2-methoxypyridin-3-yl)imidazo[1,2-b]pyridazin-6-yl]-amino}piperidine-1-carboxylate). Reaction conditions: temperature 110 celsius. Isolated yield 42.6%. Reactants: C(C)(C)(C)OC(NC1(CCC1)C1=CC=C(C=C1)C(C(C1=CC=CC=C1)Br)=O)=O ({1-[4-(2-bromo-2-phenyl-acetyl)-phenyl]-cyclobutyl}-carbamic acid tert-butyl ester), COC1=NC(=NC=C1)N (4-methoxypyrimidin-2-ylamine). Run in CN(C)C=O (DMF). Run at temperature 90 celsius. Yields the product C(C)(C)(C)OC(NC1(CCC1)C1=CC=C(C=C1)C=1N=C2N(C=CC(=N2)O)C1C1=CC=CC=C1)=O ({1-[4-(7-Hydroxy-3-phenyl-imidazo[1,2-a]pyrimidin-2-yl)-phenyl]-cyclobutyl}-carbamic acid tert-butyl ester). Reaction SMILES: [C:1]([O:5][C:6](=[O:28])[NH:7][C:8]1([C:12]2[CH:17]=[CH:16][C:15]([C:18](=O)[CH:19](Br)[C:20]3[CH:25]=[CH:24][CH:23]=[CH:22][CH:21]=3)=[CH:14][CH:13]=2)[CH2:11][CH2:10][CH2:9]1)([CH3:4])([CH3:3])[CH3:2].C[O:30][C:31]1[CH:36]=[CH:35][N:34]=[C:33]([NH2:37])[N:32]=1>CN(C=O)C>[C:1]([O:5][C:6](=[O:28])[NH:7][C:8]1([C:12]2[CH:17]=[CH:16][C:15]([C:18]3[N:37]=[C:33]4[N:32]=[C:31]([OH:30])[CH:36]=[CH:35][N:34]4[C:19]=3[C:20]3[CH:21]=[CH:22][CH:23]=[CH:24][CH:25]=3)=[CH:14][CH:13]=2)[CH2:9][CH2:10][CH2:11]1)([CH3:4])([CH3:2])[CH3:3]. Reported procedure: A mixture of crude {1-[4-(2-bromo-2-phenyl-acetyl)-phenyl]-cyclobutyl}-carbamic acid tert-butyl ester [Int-1-A] (1.26 g) and 4-methoxypyrimidin-2-ylamine (0.67 g) in DMF (21 mL) was heated overnight at 90° C. (bath temperature). On cooling the mixture was partitioned between EtOAc and water and the organic phase washed with brine, dried and concentrated to give a mixture of the title compound and Int-2-0. Purification was achieved by preparative HPLC to give the title compound. Starting materials: ice water, C(C)(=O)C=1C=CC(=C(C(=O)C2=C(C=C(C=C2)F)F)C1)N (5-acetyl-2-amino-2',4'-difluorobenzophenone), CS(=O)(=O)Cl (methanesulfonyl chloride), N1=CC=CC=C1 (pyridine). Solvent: C1=CC=CC=C1 (benzene). The product is C(C)(=O)C1=CC(=C(NS(=O)(=O)C)C=C1)C(C1=C(C=C(C=C1)F)F)=O (4'-acetyl-2'-(2,4-difluorobenzoyl)methanesulfonanilide). As a reaction SMILES: [C:1]([C:4]1[CH:5]=[CH:6][C:7]([NH2:20])=[C:8]([CH:19]=1)[C:9]([C:11]1[CH:16]=[CH:15][C:14]([F:17])=[CH:13][C:12]=1[F:18])=[O:10])(=[O:3])[CH3:2].[CH3:21][S:22](Cl)(=[O:24])=[O:23].N1C=CC=CC=1>C1C=CC=CC=1>[C:1]([C:4]1[CH:5]=[CH:6][C:7]([NH:20][S:22]([CH3:21])(=[O:24])=[O:23])=[C:8]([C:9](=[O:10])[C:11]2[CH:16]=[CH:15][C:14]([F:17])=[CH:13][C:12]=2[F:18])[CH:19]=1)(=[O:3])[CH3:2]. Procedure: A mixture of 5-acetyl-2-amino-2',4'-difluorobenzophenone (3.3 g), methanesulfonyl chloride (5.5 ml) and pyridine (1 ml) in benzene (30 ml) was refluxed for 4 hours. The reaction mixture was poured into ice-water (100 ml ) and extracted with ethyl acetate (100 ml). The extract was washed with an aqueous solution of sodium bicarbonate, dried and concentrated. The residue (5 g) was purified by column chromatography on silica gel (120 g) eluting with a mixture of toluene and ethyl acetate (20:1), an...